From a dataset of the Open Reaction Database (ORD), a public repository of structured organic reaction records. describe an organic reaction: reactants, conditions, products, and yield Starting materials: NC1CCN(CC1)C(=O)OC(C)(C)C (1,1-dimethylethyl 4-amino-1-piperidinecarboxylate), BrC1=C(C#N)C=CC=C1 (2-bromobenzonitrile), C(#N)C=1C=C(C=CC1)NC1CCN(CC1)C(=O)OC(C)(C)C (1,1-Dimethylethyl 4-[(3-cyanophenyl)amino]-1-piperidinecarboxylate). The product is C(#N)C1=C(C=CC=C1)NC1CCN(CC1)C(=O)OC(C)(C)C (1,1-Dimethylethyl 4-[(2-cyanophenyl)amino]-1-piperidinecarboxylate). RXN SMILES: [NH2:1][CH:2]1[CH2:7][CH2:6][N:5]([C:8]([O:10][C:11]([CH3:14])([CH3:13])[CH3:12])=[O:9])[CH2:4][CH2:3]1.Br[C:16]1[CH:23]=[CH:22][CH:21]=[CH:20][C:17]=1[C:18]#[N:19].C(C1C=C(NC2CCN(C(OC(C)(C)C)=O)CC2)C=CC=1)#N>>[C:18]([C:17]1[CH:20]=[CH:21][CH:22]=[CH:23][C:16]=1[NH:1][CH:2]1[CH2:3][CH2:4][N:5]([C:8]([O:10][C:11]([CH3:14])([CH3:13])[CH3:12])=[O:9])[CH2:6][CH2:7]1)#[N:19]. Reported procedure: The title compound was prepared from 1,1-dimethylethyl 4-amino-1-piperidinecarboxylate and 2-bromobenzonitrile using a method similar to that described for D5 in Description 5. The reactants are COC(=O)CS, CCCCCCCCON1C(C)(C)CC(O)CC1(C)C, Cc1ccccc1, [Li], [NH2-]. Product: CCCCCCCCON1C(C)(C)CC(OC(=O)CS)CC1(C)C. As a reaction SMILES: [C:21]([CH2:22][SH:23])(=[O:24])[O:25][CH3:26].[CH2:1]([CH2:2][CH2:3][CH2:4][CH2:5][CH2:6][CH2:7][CH3:8])[O:9][N:10]1[C:11]([CH3:19])([CH3:20])[CH2:12][CH:13]([OH:18])[CH2:14][C:15]1([CH3:16])[CH3:17].[CH3:29][c:30]1[cH:31][cH:32][cH:33][cH:34][cH:35]1.[Li:27].[NH2-:28]>>[CH2:1]([CH2:2][CH2:3][CH2:4][CH2:5][CH2:6][CH2:7][CH3:8])[O:9][N:10]1[C:11]([CH3:19])([CH3:20])[CH2:12][CH:13]([O:18][C:21]([CH2:22][SH:23])=[O:24])[CH2:14][C:15]1([CH3:16])[CH3:17]. Reactants: C(C)(C)(C)OC(=O)N1CCC(CC1)C1=CC=C(C=C1)NC1=NC=C(C(=N1)/C=C/C=1C=C(C(=O)OC)C=CN1)C(F)(F)F ((E)-methyl 2-(2-(2-((4-(1-(tert-butoxycarbonyl)piperidin-4-yl)phenyl)amino)-5-(trifluoromethyl)pyrimidin-4-yl)vinyl)isonicotinate). Reagents/catalysts: [Pd] (Pd/C). The solvent is CO (MeOH). Conditions: time 16 hour. The product is C(C)(C)(C)OC(=O)N1CCC(CC1)C1=CC=C(C=C1)NC1=NC=C(C(=N1)CCC=1C=C(C(=O)OC)C=CN1)C(F)(F)F (Methyl 2-(2-(2-((4-(1-(tert-butoxycarbonyl)piperidin-4-yl)phenyl)amino)-5-(trifluoromethyl)pyrimidin-4-yl)ethyl)isonicotinate). Isolated yield 63.6%. Reaction SMILES: [C:1]([O:5][C:6]([N:8]1[CH2:13][CH2:12][CH:11]([C:14]2[CH:19]=[CH:18][C:17]([NH:20][C:21]3[N:26]=[C:25](/[CH:27]=[CH:28]/[C:29]4[CH:30]=[C:31]([CH:36]=[CH:37][N:38]=4)[C:32]([O:34][CH3:35])=[O:33])[C:24]([C:39]([F:42])([F:41])[F:40])=[CH:23][N:22]=3)=[CH:16][CH:15]=2)[CH2:10][CH2:9]1)=[O:7])([CH3:4])([CH3:3])[CH3:2]>CO.[Pd]>[C:1]([O:5][C:6]([N:8]1[CH2:13][CH2:12][CH:11]([C:14]2[CH:19]=[CH:18][C:17]([NH:20][C:21]3[N:26]=[C:25]([CH2:27][CH2:28][C:29]4[CH:30]=[C:31]([CH:36]=[CH:37][N:38]=4)[C:32]([O:34][CH3:35])=[O:33])[C:24]([C:39]([F:40])([F:41])[F:42])=[CH:23][N:22]=3)=[CH:16][CH:15]=2)[CH2:10][CH2:9]1)=[O:7])([CH3:4])([CH3:2])[CH3:3]. Procedure: A suspension of (E)-methyl 2-(2-(2-((4-(1-(tert-butoxycarbonyl)piperidin-4-yl)phenyl)amino)-5-(trifluoromethyl)pyrimidin-4-yl)vinyl)isonicotinate (I128) (110 mg, 0.188 mmol), and 10% Pd/C (20 mg) in MeOH (10 mL) was stirred under an atmosphere of hydrogen at atmospheric pressure for 16 hours. The resulting mixture was filtered and the filtrate evaporated under reduced pressure to give the title compound (I129) (70 mg, 63%) as a yellow liquid; 1H NMR (400 MHz, CDCl3) δ 8.68 (dd, J=5.1, 0.7 Hz, 1H... Starting materials: C(C)OC(C(N1C=NC(=C1)[N+](=O)[O-])CCCCCC)=O (4-nitro-α-hexyl-1H-imidazole-1-acetic acid ethyl ester), [H][H] (hydrogen). Reagents/catalysts: [Pd] (palladium-on-carbon). Run in alcohol. Yields the product C(C)OC(C(N1C=NC(=C1)N)CCCCCC)=O (4-Amino-α-hexyl-1H-imidazole-1-acetic acid ethyl ester). Isolated yield 100.5%. As a reaction SMILES: [CH2:1]([O:3][C:4](=[O:20])[CH:5]([CH2:14][CH2:15][CH2:16][CH2:17][CH2:18][CH3:19])[N:6]1[CH:10]=[C:9]([N+:11]([O-])=O)[N:8]=[CH:7]1)[CH3:2].[H][H]>[Pd]>[CH2:1]([O:3][C:4](=[O:20])[CH:5]([CH2:14][CH2:15][CH2:16][CH2:17][CH2:18][CH3:19])[N:6]1[CH:10]=[C:9]([NH2:11])[N:8]=[CH:7]1)[CH3:2]. Procedure: A mixture of 5.9 g of 4-nitro-α-hexyl-1H-imidazole-1-acetic acid ethyl ester, 3 g of palladium-on-carbon and 150 ml of absolute alcohol were subjected to catalytic hydrogenation. Both theoretical and actual hydrogen uptake was 73 pounds. The catalyst was removed by filtration and the filtrate concentrated in vacuo to provide 5.3 g of the desired title intermediate which was used directly. The reactants are O=C([O-])[O-], CCBr, CN(C)C=O, Cl, [K+], [K+], O=C(C1CCCNC1)N1CCN(c2cccc(C(F)(F)F)c2)CC1. Product: CCN1CCCC(C(=O)N2CCN(c3cccc(C(F)(F)F)c3)CC2)C1. Reaction SMILES: [C:26](=[O:27])([O-:28])[O-:29].[CH2:32]([CH3:33])[Br:34].[CH3:35][N:36]([CH3:37])[CH:38]=[O:39].[ClH:1].[K+:30].[K+:31].[NH:2]1[CH2:3][CH:4]([C:8](=[O:9])[N:10]2[CH2:11][CH2:12][N:13]([c:16]3[cH:17][c:18]([C:22]([F:23])([F:24])[F:25])[cH:19][cH:20][cH:21]3)[CH2:14][CH2:15]2)[CH2:5][CH2:6][CH2:7]1>>[N:2]1([CH2:32][CH3:33])[CH2:3][CH:4]([C:8](=[O:9])[N:10]2[CH2:11][CH2:12][N:13]([c:16]3[cH:17][c:18]([C:22]([F:23])([F:24])[F:25])[cH:19][cH:20][cH:21]3)[CH2:14][CH2:15]2)[CH2:5][CH2:6][CH2:7]1. Starting materials: NC1=CC(=C(C(=O)O)C=C1Cl)OC (4-amino-5-chloro-2-methoxybenzoic acid), C(=O)(N1C=NC=C1)N1C=NC=C1 (carbonyldiimidazole), CCCCCCCCCCN (amine 10). Solvent: CN(C)C=O (DMF), CN(C)C=O (DMF). Conditions: time 3 day. Yields the product C(C1=CC=CC=C1)(=O)N (benzamide). The yield is 160.7%. As a reaction SMILES: N[C:2]1[C:10](Cl)=[CH:9][C:5]([C:6](O)=[O:7])=[C:4](OC)[CH:3]=1.C(N1C=CN=C1)([N:16]1C=CN=C1)=O.CCCCCCCCCCN>CN(C=O)C>[C:6]([NH2:16])(=[O:7])[C:5]1[CH:9]=[CH:10][CH:2]=[CH:3][CH:4]=1. Procedure: To a solution of 4-amino-5-chloro-2-methoxybenzoic acid (375 mg, 1.86 mmol) in DMF (1.9 mL) was added carbonyldiimidazole (302 mg, 1.86 mmol). After 1 hour at room temperature a solution of the amine 10 (257 mg, 1.86 mmol) in DMF (1.9 mL) was added and the resulting pale yellow solution was stirred at room temperature for 3 days. Concentration gave a yellow solid which was triturated with ethyl acetate (6 mL), filtered, and rinsed with cold (0° C.) ethyl acetate (1.5 mL). The solid was dried in ...